From a dataset of the Open Reaction Database (ORD), a public repository of structured organic reaction records. describe an organic reaction: reactants, conditions, products, and yield Isolated yield 110.2%. Procedure details: Potassium t-butoxide (15.6 mg) was added to a solution of 4-(2-{2-[4-(3,3-difluoro-allyl)-cyclohexyl]-4-oxo-1,3,8-triaza-spiro[4.5]dec-1-ene-8-sulfonyl}-ethyl)-3-methyl-benzoic acid methyl ester (25.6 mg, 46.4 μmol) in t-butanol (464 μL) and tetrahydrofuran (464 μL), and the mixture was stirred at room temperature for two days. The reaction mixture was diluted with tert-butyl methyl ether and then adjusted to pH 1 with 2 N hydrochloric acid, followed by extraction with ethyl acetate. The organic... Product: FC(=CCC1CCC(CC1)C1=NC2(C(N1)=O)CCN(CC2)S(=O)(=O)CCC2=C(C=C(C(=O)O)C=C2)C)F (4-(2-{2-[4-(3,3-difluoro-allyl)-cyclohexyl]-4-oxo-1,3,8-triaza-spiro[4.5]dec-1-ene-8-sulfonyl}-ethyl)-3-methyl-benzoic acid). Solvent: C(C)(C)(C)O (t-butanol), O1CCCC1 (tetrahydrofuran), COC(C)(C)C (tert-butyl methyl ether). Conditions: time 2 day. RXN SMILES: CC(C)([O-])C.[K+].C[O:8][C:9](=[O:44])[C:10]1[CH:15]=[CH:14][C:13]([CH2:16][CH2:17][S:18]([N:21]2[CH2:42][CH2:41][C:24]3([N:28]=[C:27]([CH:29]4[CH2:34][CH2:33][CH:32]([CH2:35][CH:36]=[C:37]([F:39])[F:38])[CH2:31][CH2:30]4)[NH:26][C:25]3=[O:40])[CH2:23][CH2:22]2)(=[O:20])=[O:19])=[C:12]([CH3:43])[CH:11]=1.Cl>C(O)(C)(C)C.O1CCCC1.COC(C)(C)C>[F:39][C:37]([F:38])=[CH:36][CH2:35][CH:32]1[CH2:33][CH2:34][CH:29]([C:27]2[NH:26][C:25](=[O:40])[C:24]3([CH2:41][CH2:42][N:21]([S:18]([CH2:17][CH2:16][C:13]4[CH:14]=[CH:15][C:10]([C:9]([OH:44])=[O:8])=[CH:11][C:12]=4[CH3:43])(=[O:20])=[O:19])[CH2:22][CH2:23]3)[N:28]=2)[CH2:30][CH2:31]1 |f:0.1|. Starting materials: CC(C)([O-])C.[K+] (Potassium t-butoxide), COC(C1=CC(=C(C=C1)CCS(=O)(=O)N1CCC2(C(NC(=N2)C2CCC(CC2)CC=C(F)F)=O)CC1)C)=O (4-(2-{2-[4-(3,3-difluoro-allyl)-cyclohexyl]-4-oxo-1,3,8-triaza-spiro[4.5]dec-1-ene-8-sulfonyl}-ethyl)-3-methyl-benzoic acid methyl ester), Cl (hydrochloric acid). Starting materials: CC(=O)O, CN(c1ccccc1)S(=O)(=O)Cc1nc2ccnc(Cl)c2c2cnccc12, [Na+], [OH-], O. The product is CN(c1ccccc1)S(=O)(=O)Cc1nc2cc[nH]c(=O)c2c2cnccc12. Reaction SMILES: [CH3:30][C:31](=[O:32])[OH:33].[Cl:1][c:2]1[c:3]2[c:4]3[c:5]([c:6]([CH2:12][S:13](=[O:14])(=[O:15])[N:16]([c:17]4[cH:18][cH:19][cH:20][cH:21][cH:22]4)[CH3:23])[n:7][c:8]2[cH:9][cH:10][n:11]1)[cH:24][cH:25][n:26][cH:27]3.[Na+:29].[OH-:28].[OH2:34]>>[c:2]1(=[O:28])[c:3]2[c:4]3[c:5]([c:6]([CH2:12][S:13](=[O:14])(=[O:15])[N:16]([c:17]4[cH:18][cH:19][cH:20][cH:21][cH:22]4)[CH3:23])[n:7][c:8]2[cH:9][cH:10][nH:11]1)[cH:24][cH:25][n:26][cH:27]3. Starting materials: ClC1=CC2=C(NC(CN=C2C2=CC=CC=C2)=O)S1 (7-chloro-1,3-dihydro-5-phenyl-2H-thieno[2,3-e]-1,4-diazepin-2-one), P12(=S)SP3(=S)SP(=S)(S1)SP(=S)(S2)S3 (phosphorus pentasulphide), C([O-])(O)=O.[Na+] (sodium bicarbonate). Solvent: COCCOCCOC (diethyleneglycol dimethyl ether). Run at temperature 75 celsius. Product: ClC1=CC2=C(NC(CN=C2C2=CC=CC=C2)=S)S1 (7-chloro-1,3-dihydro-5-phenyl-2H-thieno[2,3-e]-1,4-diazepine-2-thione). As a reaction SMILES: [Cl:1][C:2]1[S:18][C:5]2[NH:6][C:7](=O)[CH2:8][N:9]=[C:10]([C:11]3[CH:16]=[CH:15][CH:14]=[CH:13][CH:12]=3)[C:4]=2[CH:3]=1.P12(SP3(SP(SP(S3)(S1)=S)(=S)S2)=S)=[S:20].C(=O)(O)[O-].[Na+]>COCCOCCOC>[Cl:1][C:2]1[S:18][C:5]2[NH:6][C:7](=[S:20])[CH2:8][N:9]=[C:10]([C:11]3[CH:16]=[CH:15][CH:14]=[CH:13][CH:12]=3)[C:4]=2[CH:3]=1 |f:2.3|. Reported procedure: 1.5 g (0.00545 mol) of 7-chloro-1,3-dihydro-5-phenyl-2H-thieno[2,3-e]-1,4-diazepin-2-one are suspended in 40 ml of diethyleneglycol dimethyl ether, warmed to 75° C. with stirring and a mixture of 2.2 g of phosphorus pentasulphide and 1.5 g of sodium bicarbonate, which has been finely triturated, is added. The mixture is stirred for a further hour and the solvent is removed under vacuum. The remaining oil is treated with ice and water, the crystalline residue filtered under a vacuum and washed wi... Reported procedure: A solution of 2-(1-methylethenyl)benzenesulfonyl isocyanate in methylene chloride (0.9 g, 4 mmol active ingredient) was added via syringe to a nitrogen purged flask containing a 2-amino-4,6-dimethylpyrimidine and a trace (ca. 10 mg) of DABCO. The mixture was heated to reflux for 3 hours then stirred at room temperature overnight. Evaporation of the mixture left a semi-solid residue that was triturated with ether and filtered. In this manner 0.95 g of the title compound was obtained, m.p. 177°-18... Product: CC1=NC(=NC(=C1)C)NC(=O)NS(=O)(=O)C1=C(C=CC=C1)C(=C)C (N-[(4,6-Dimethylpyrimidin-2-yl)aminocarbonyl]-2-(1-methylethenyl)benzenesulfonamide). Reaction SMILES: [CH3:1][C:2]([C:4]1[CH:9]=[CH:8][CH:7]=[CH:6][C:5]=1[S:10]([N:13]=[C:14]=[O:15])(=[O:12])=[O:11])=[CH2:3].C(Cl)Cl.[NH2:19][C:20]1[N:25]=[C:24]([CH3:26])[CH:23]=[C:22]([CH3:27])[N:21]=1.C1N2CCN(CC2)C1>>[CH3:27][C:22]1[CH:23]=[C:24]([CH3:26])[N:25]=[C:20]([NH:19][C:14]([NH:13][S:10]([C:5]2[CH:6]=[CH:7][CH:8]=[CH:9][C:4]=2[C:2]([CH3:1])=[CH2:3])(=[O:12])=[O:11])=[O:15])[N:21]=1. The reactants are C1CN2CCN1CC2 (DABCO), CC(=C)C1=C(C=CC=C1)S(=O)(=O)N=C=O (2-(1-methylethenyl)benzenesulfonyl isocyanate), C(Cl)Cl (methylene chloride), NC1=NC(=CC(=N1)C)C (2-amino-4,6-dimethylpyrimidine). Conditions: time 8 hour.